From a dataset of the Open Reaction Database (ORD), a public repository of structured organic reaction records. describe an organic reaction: reactants, conditions, products, and yield Starting materials: N1=CC=CC2=CC=CC=C12 (Quinoline), [Li]C(C)CC (sec-BuLi), final mixture, BrC=1C=C(C=CC1)C1=CC=CC=C1 (3-bromo-1,1′ biphenyl), C(=O)([O-])[O-].[Na+].[Na+] (Na2CO3), tri-isopropyl boronate. Reagents/catalysts: C=1C=CC(=CC1)[P](C=2C=CC=CC2)(C=3C=CC=CC3)[Pd]([P](C=4C=CC=CC4)(C=5C=CC=CC5)C=6C=CC=CC6)([P](C=7C=CC=CC7)(C=8C=CC=CC8)C=9C=CC=CC9)[P](C=1C=CC=CC1)(C=1C=CC=CC1)C=1C=CC=CC1 (Pd(PPh3)4). Run in [NH4+].[Cl-] (NH4Cl), CCOCC (Et2O), CCO (EtOH). Conditions: time 15 minute. Product: C1(=CC(=CC=C1)C=1C=C(C=C2C=CC=NC12)C(C)C)C1=CC=CC=C1 (8-Biphenyl-3-yl-6-isopropyl-quinoline). RXN SMILES: [N:1]1[C:10]2[C:5](=[CH:6][CH:7]=[CH:8][CH:9]=2)[CH:4]=[CH:3][CH:2]=1.[Li][CH:12]([CH2:14]C)[CH3:13].Br[C:17]1[CH:18]=[C:19]([C:23]2[CH:28]=[CH:27][CH:26]=[CH:25][CH:24]=2)[CH:20]=[CH:21][CH:22]=1.C([O-])([O-])=O.[Na+].[Na+]>CCOCC.[NH4+].[Cl-].C1C=CC([P]([Pd]([P](C2C=CC=CC=2)(C2C=CC=CC=2)C2C=CC=CC=2)([P](C2C=CC=CC=2)(C2C=CC=CC=2)C2C=CC=CC=2)[P](C2C=CC=CC=2)(C2C=CC=CC=2)C2C=CC=CC=2)(C2C=CC=CC=2)C2C=CC=CC=2)=CC=1.CCO>[C:19]1([C:23]2[CH:28]=[CH:27][CH:26]=[CH:25][CH:24]=2)[CH:20]=[CH:21][CH:22]=[C:17]([C:9]2[CH:8]=[C:7]([CH:12]([CH3:14])[CH3:13])[CH:6]=[C:5]3[C:10]=2[N:1]=[CH:2][CH:3]=[CH:4]3)[CH:18]=1 |f:3.4.5,7.8,^1:45,47,66,85|. Reported procedure: To a solution of Quinoline 1 (1.0 eq.) in Et2O (0.1M) at −78° C. was added dropwise sec-BuLi (1.0 eq.). The mixture was stirred for 15 min then tri-isopropyl boronate (1.1 eq.) was added. The final mixture was warm to rt and concentrated. To the residue was added 3-bromo-1,1′ biphenyl (1.5 eq.), Na2CO3 (2M in H2O; 3.5 eq.) and Pd(PPh3)4 (0.0 Seq.) in Tol:EtOH (1:1, 0.2M). The mixture was stirred at 80° C. for 12 h, cooled to rt, poured in saturated aqueous NH4Cl and extracted with EtOAc (2×). Th... Starting materials: CS(=O)(=O)Cl (methanesulfonyl chloride), C(CN)N (ethylenediamine), BrC=1C=C(OCCO)C=CC1 (2-(3-bromo-phenoxy)-ethanol), CN1CCOCC1 (N-methylmorpholine). Solvent: C(C)(=O)OCC (ethyl acetate), C(C)(=O)OCC (ethyl acetate). Yields the product BrC=1C=C(OCCNCCN)C=CC1 (N1-(2-(3-bromophenoxy)ethyl)ethane-1,2-diamine), clear yellow liquid. As a reaction SMILES: [Br:1][C:2]1[CH:3]=[C:4]([CH:9]=[CH:10][CH:11]=1)[O:5][CH2:6][CH2:7]O.CN1CCOCC1.CS(Cl)(=O)=O.[CH2:24]([NH2:27])[CH2:25][NH2:26]>C(OCC)(=O)C>[Br:1][C:2]1[CH:3]=[C:4]([CH:9]=[CH:10][CH:11]=1)[O:5][CH2:6][CH2:7][NH:26][CH2:25][CH2:24][NH2:27]. Procedure details: To a magnetically stirred, ambient temperature solution of 2-(3-bromo-phenoxy)-ethanol (3.6 g, 16.7 mmol) and N-methylmorpholine [109-02-4] (2.2 mL, 20.0 mmol) in ethyl acetate (200 mL) was added methanesulfonyl chloride [124-63-0] (1.3 mL, 16.8 mmol). The reaction was stirred over night then washed with brine and the phase separated ethyl acetate extract dried (MgSO4) and added to a stirred ambient temperature solution of ethylenediamine [107-15-3] (33.3 mL, 497.0 mmol) in ethyl acetate (300 mL...